Task: describe an organic reaction: reactants, conditions, products, and yield. Dataset: the Open Reaction Database (ORD), a public repository of structured organic reaction records Reactants: C=CCBr, CC(C)=O, COc1cc2ncnc(Nc3ccc(Cl)cc3)c2cc1O, [K+], [K+], O=C([O-])[O-]. The product is C=CCOc1cc2c(Nc3ccc(Cl)cc3)ncnc2cc1OC. RXN SMILES: [CH2:28]([CH:29]=[CH2:30])[Br:31].[CH3:32][C:33](=[O:34])[CH3:35].[Cl:1][c:2]1[cH:3][cH:4][c:5]([NH:8][c:9]2[n:10][cH:11][n:12][c:13]3[cH:14][c:15]([O:20][CH3:21])[c:16]([OH:19])[cH:17][c:18]23)[cH:6][cH:7]1.[K+:22].[K+:23].[O-:24][C:25]([O-:26])=[O:27]>>[Cl:1][c:2]1[cH:3][cH:4][c:5]([NH:8][c:9]2[n:10][cH:11][n:12][c:13]3[cH:14][c:15]([O:20][CH3:21])[c:16]([O:19][CH2:30][CH:29]=[CH2:28])[cH:17][c:18]23)[cH:6][cH:7]1.